This data is from the Open Reaction Database (ORD), a public repository of structured organic reaction records. The task is: describe an organic reaction: reactants, conditions, products, and yield Starting materials: ClCC1=CC(=CC=C1)CCl (α,α′-dichloro-m-xylene), C(C=C)(=O)O (acrylic acid). The product is C(C=C)(=O)OCC1=CC(=CC=C1)COC(C=C)=O (1,3-phenylenebis(methylene) bisacrylate). As a reaction SMILES: Cl[CH2:2][C:3]1[CH:8]=[CH:7][CH:6]=[C:5]([CH2:9]Cl)[CH:4]=1.[C:11]([OH:15])(=[O:14])[CH:12]=[CH2:13]>>[C:11]([O:15][CH2:2][C:3]1[CH:8]=[CH:7][CH:6]=[C:5]([CH2:9][O:15][C:11](=[O:14])[CH:12]=[CH2:13])[CH:4]=1)(=[O:14])[CH:12]=[CH2:13]. Procedure details: The above compound was synthesized from α,α′-dichloro-m-xylene and acrylic acid. Starting materials: C1(CC1)CN1C(=C(C2=CC=CC=C12)C=O)Cl (1-Cyclopropylmethyl-2-chloroindole-3-carbaldehyde), C(=O)([O-])[O-].[K+].[K+] (K2CO3), SCC(=O)OC (methyl 2-mercaptoacetate). Yields the product C1(CC1)CN1C2=C(C3=CC=CC=C13)C=C(S2)C(=O)OC (Methyl 8-cyclopropylmethylthieno[2,3-b]indole-2-carboxylate). Reaction SMILES: [CH:1]1([CH2:4][N:5]2[C:13]3[C:8](=[CH:9][CH:10]=[CH:11][CH:12]=3)[C:7]([CH:14]=O)=[C:6]2Cl)[CH2:3][CH2:2]1.C([O-])([O-])=O.[K+].[K+].[SH:23][CH2:24][C:25]([O:27][CH3:28])=[O:26]>>[CH:1]1([CH2:4][N:5]2[C:13]3[C:8](=[CH:9][CH:10]=[CH:11][CH:12]=3)[C:7]3[CH:14]=[C:24]([C:25]([O:27][CH3:28])=[O:26])[S:23][C:6]2=3)[CH2:2][CH2:3]1 |f:1.2.3|. Procedure details: Prepared from (4) (6.5 g), K2CO3 (10 g) and methyl 2-mercaptoacetate (3.2 ml) yielding (7) (6 g), m.p. 110°-111° C. Starting materials: CCOc1cc(CC(=O)O)ccc1C(=O)OCc1ccccc1, NC(CO)c1ccccc1N1CCCCC1. Product: CCOc1cc(CC(=O)NC(CO)c2ccccc2N2CCCCC2)ccc1C(=O)OCc1ccccc1. As a reaction SMILES: [CH2:1]([CH3:2])[O:3][c:4]1[cH:5][c:6]([CH2:20][C:21](=[O:22])[OH:23])[cH:7][cH:8][c:9]1[C:10](=[O:11])[O:12][CH2:13][c:14]1[cH:15][cH:16][cH:17][cH:18][cH:19]1.[OH:24][CH2:25][CH:26]([c:27]1[c:28]([N:33]2[CH2:34][CH2:35][CH2:36][CH2:37][CH2:38]2)[cH:29][cH:30][cH:31][cH:32]1)[NH2:39]>>[CH2:1]([CH3:2])[O:3][c:4]1[cH:5][c:6]([CH2:20][C:21](=[O:23])[NH:39][CH:26]([CH2:25][OH:24])[c:27]2[c:28]([N:33]3[CH2:34][CH2:35][CH2:36][CH2:37][CH2:38]3)[cH:29][cH:30][cH:31][cH:32]2)[cH:7][cH:8][c:9]1[C:10](=[O:11])[O:12][CH2:13][c:14]1[cH:15][cH:16][cH:17][cH:18][cH:19]1. Reactants: C[Si](C)(C)[O-], CCOC(C)=O, COC(=O)c1cnc(OCF)cn1, [K+], C1CCOC1, O. Product: O=C(O)c1cnc(OCF)cn1. RXN SMILES: [CH3:1][Si:2]([CH3:3])([CH3:4])[O-:5].[CH3:21][CH2:22][O:23][C:24](=[O:25])[CH3:26].[F:7][CH2:8][O:9][c:10]1[n:11][cH:12][c:13]([C:16](=[O:17])[O:18][CH3:19])[n:14][cH:15]1.[K+:6].[O:27]1[CH2:28][CH2:29][CH2:30][CH2:31]1.[OH2:20]>>[F:7][CH2:8][O:9][c:10]1[n:11][cH:12][c:13]([C:16](=[O:17])[OH:18])[n:14][cH:15]1. The reactants are C(C)(C)(C)OC(NCCCN1C(COCC1=O)=O)=O (tert-butyl-3-(3,5-dioxomorpholin-4-yl)propylcarbamate), Cl (HCl). Run in CCOCC (ether), C(C)OCC (diethylether). The product is NCCCN1C(COCC1=O)=O (4-(3-Aminopropyl)morpholine-3,5-dione). Yield: 116.0%. RXN SMILES: C(OC(=O)[NH:7][CH2:8][CH2:9][CH2:10][N:11]1[C:16](=[O:17])[CH2:15][O:14][CH2:13][C:12]1=[O:18])(C)(C)C.Cl>CCOCC>[NH2:7][CH2:8][CH2:9][CH2:10][N:11]1[C:16](=[O:17])[CH2:15][O:14][CH2:13][C:12]1=[O:18]. Procedure details: To a solution of tert-butyl-3-(3,5-dioxomorpholin-4-yl)propylcarbamate (15 g) in dry ether (150 mL) was added a saturated solution of dry HCl (gas) in diethylether (300 mL) at 0° C. and the solution was then slowly warmed up to r.t. The precipitate obtained was filtered, washed with cold ether and dried under vacuum to give 11 g of the title compound (94%). The reactants are COC([C@H](CC1=CC=C(C=C1)OC1=CC=C(C=C1)OC1=CC=C(C=C1)C=1SC=CN1)NC(=O)OC(C)(C)C)=O ((S)-2-tert-Butoxycarbonylamino-3-{4-[4-(4-thiazol-2-yl-phenoxy)-phenoxy]-phenyl}-propionic acid methyl ester), [OH-].[Na+] (NaOH). The solvent is C1CCOC1.O (THF water). Product: C(C)(C)(C)OC(=O)N[C@H](C(=O)O)CC1=CC=C(C=C1)OC1=CC=C(C=C1)OC1=CC=C(C=C1)C=1SC=CN1 ((S)-2-tert-Butoxycarbonylamino-3-{4-[4-(4-thiazol-2-yl-phenoxy)-phenoxy]-phenyl}-propionic acid). Isolated yield 88.7%. Reaction SMILES: C[O:2][C:3](=[O:39])[C@@H:4]([NH:31][C:32]([O:34][C:35]([CH3:38])([CH3:37])[CH3:36])=[O:33])[CH2:5][C:6]1[CH:11]=[CH:10][C:9]([O:12][C:13]2[CH:18]=[CH:17][C:16]([O:19][C:20]3[CH:25]=[CH:24][C:23]([C:26]4[S:27][CH:28]=[CH:29][N:30]=4)=[CH:22][CH:21]=3)=[CH:15][CH:14]=2)=[CH:8][CH:7]=1.[OH-].[Na+]>C1COCC1.O>[C:35]([O:34][C:32]([NH:31][C@@H:4]([CH2:5][C:6]1[CH:7]=[CH:8][C:9]([O:12][C:13]2[CH:18]=[CH:17][C:16]([O:19][C:20]3[CH:21]=[CH:22][C:23]([C:26]4[S:27][CH:28]=[CH:29][N:30]=4)=[CH:24][CH:25]=3)=[CH:15][CH:14]=2)=[CH:10][CH:11]=1)[C:3]([OH:39])=[O:2])=[O:33])([CH3:38])([CH3:36])[CH3:37] |f:1.2,3.4|. Procedure: A solution of the product from step 6 (0.4 g, 0.72 mmol) and NaOH (62 mg, 1.54 mmol) in THF/water (1:1, 10 mL) was stirred at room temperature for 16 h. After the THF was removed, the aqueous solution was acidified with 10% HCl to pH=2, the solid was collected on a filter to yield the title compound (340 mg, 82%). 1HNMR (CDCl3) δ 1.42 (s, 9H), 3.15 (m, 2H), 4.57 (m, 1H), 5.00 (m, 1H), 6.95 (d, J=8.8 Hz, 2H), 7.02-7.15 (m, 6H), 7.17 (d, J=8.8 Hz, 2H), 7.30 (d, J=3.2 Hz, 1H), 7.85 (d, J=3.2 Hz, 1H... Starting materials: C(C)(C)(C)C1=CC(=C(C=C1)C(C)=O)OC (1-(4-tert-butyl-2-methoxyphenyl)ethanone), [S] (sulfur), N1CCOCC1 (morpholine). Run in O (water), O (water). Run at time 8 hour. The product is C(C)(C)(C)C=1C=CC(=C(C1)O)CCN(C)C (5-Tert-butyl-2-[2-(dimethylamino)ethyl]phenol). Reaction SMILES: [C:1]([C:5]1[CH:10]=[CH:9][C:8]([C:11](=O)[CH3:12])=[C:7]([O:14]C)[CH:6]=1)([CH3:4])([CH3:3])[CH3:2].[S].[NH:17]1[CH2:22]COC[CH2:18]1>O>[C:1]([C:5]1[CH:10]=[CH:9][C:8]([CH2:11][CH2:12][N:17]([CH3:22])[CH3:18])=[C:7]([OH:14])[CH:6]=1)([CH3:4])([CH3:3])[CH3:2] |^3:15|. Reported procedure: A mixture of 5.76 g (27.9 mmol) of 1-(4-tert-butyl-2-methoxyphenyl)ethanone (described in patent applications WO 01/02366; WO 99/52857; WO 99/21836; WO 97/48683), 1.1 g (34.3 mmol) sulfur and 15 mL morpholine (0.172 mol) was refluxed overnight under a nitrogen atmosphere. The reaction mixture was cooled and poured into 200 mL water containing 30 g sodium hydroxide and the resulting mixture was again refluxed overnight. The reaction mixture was then cooled to room temperature, diluted with an equ... Starting materials: [H-].[Al+3].[Li+].[H-].[H-].[H-] (lithium aluminum hydride), COCCOC (1,2-dimethoxyethane), COCCOC (1,2-dimethoxyethane), N1C=C(C2=CC=CC=C12)C(C(=O)N1CCN(CC1)N=O)=O (1-(indol-3-ylglyoxyloyl)-4-nitrosopiperazine). The solvent is O (water), O (water). Conditions: temperature -5 celsius. Yields the product NN1CCN(CC1)CCC1=CNC2=CC=CC=C12 (3-[2-(4-aminopiperazin-1-yl)ethyl]indole). Reaction SMILES: [H-].[Al+3].[Li+].[H-].[H-].[H-].COCCOC.[NH:13]1[C:21]2[C:16](=[CH:17][CH:18]=[CH:19][CH:20]=2)[C:15]([C:22](=O)[C:23]([N:25]2[CH2:30][CH2:29][N:28]([N:31]=O)[CH2:27][CH2:26]2)=O)=[CH:14]1>O>[NH2:31][N:28]1[CH2:29][CH2:30][N:25]([CH2:23][CH2:22][C:15]2[C:16]3[C:21](=[CH:20][CH:19]=[CH:18][CH:17]=3)[NH:13][CH:14]=2)[CH2:26][CH2:27]1 |f:0.1.2.3.4.5|. Procedure details: To a stirred mixture of 9.0 g of lithium aluminum hydride in 400 ml. of 1,2-dimethoxyethane is added 10.52 g (0.037 mol) of 1-(indol-3-ylglyoxyloyl)-4-nitrosopiperazine slowly to maintain reaction temperature below 35° C. After all the material is added, the mixture is refluxed for 14-16 hours. The reaction mixture is cooled to -5° C. and a solution of 50 ml. of water and 50 ml. of 1,2-dimethoxyethane is slowly added while maintaining the temperature below 15° C. Another 50 ml. of water is added... Reactants: C(C1=CC=CC=C1)OCC(C(C)(C)C)CSCC1=CC=CC=C1 (2-Benzylthiomethyl-3,3-dimethylbutyl benzyl ether), N (ammonia), [Cl-].[NH4+] (Ammonium chloride), [Na] (sodium), [Na] (sodium). Run in C(C)OCC (diethyl ether), CO (methanol), O (water). Run at temperature 20 celsius, time 3 hour. The product is CC(C(CO)CS)(C)C (3,3-Dimethyl-2-mercaptomethyl-butan-1-ol). As a reaction SMILES: N.C([O:9][CH2:10][CH:11]([CH2:16][S:17]CC1C=CC=CC=1)[C:12]([CH3:15])([CH3:14])[CH3:13])C1C=CC=CC=1.[Na].[Cl-].[NH4+]>C(OCC)C.O.CO>[CH3:13][C:12]([CH3:15])([CH3:14])[CH:11]([CH2:16][SH:17])[CH2:10][OH:9] |f:3.4,^1:24|. Reported procedure: Anhydrous liquid ammonia (400 ml) was stirred at -70°, under a current of nitrogen. 2-Benzylthiomethyl-3,3-dimethylbutyl benzyl ether (7.0 g) in dry diethyl ether (100 ml) was added and this was followed by sodium (4.0 g) in small pieces. The resulting mixture was stirred at -70° for 3 hours and then allowed to warm up to 20° C. Ammonium chloride (20 g) was added followed by dry methanol (70 ml). When all the sodium had dissolved, water was added and the mixture was extracted with diethyl ether.... Product: C1[C@H]([C@@H](O[C@@H]1N2C=NC3=C2N=CN=C3N)CO)O (2′-Deoxy-β-L-adenosine). The solvent is O (water), O (water). The reactants are C1[C@@H]([C@H](O[C@H]1N2C=NC3=C2N=CN=C3N)CO)O (2′-deoxy-D-adenosine). RXN SMILES: [CH2:1]1[C@H:5]([N:6]2[C:10]3[N:11]=[CH:12][N:13]=[C:14]([NH2:15])[C:9]=3[N:8]=[CH:7]2)[O:4][C@H:3]([CH2:16][OH:17])[C@H:2]1[OH:18]>O>[CH2:1]1[C@@H:5]([N:6]2[C:10]3[N:11]=[CH:12][N:13]=[C:14]([NH2:15])[C:9]=3[N:8]=[CH:7]2)[O:4][C@@H:3]([CH2:16][OH:17])[C@@H:2]1[OH:18]. Reported procedure: αD+26° (c 0.5 water) (commercial 2′-deoxy-D-adenosine-25° (c 0.5 water)).